From a dataset of the Open Reaction Database (ORD), a public repository of structured organic reaction records. describe an organic reaction: reactants, conditions, products, and yield The reactants are CS(C)=O, CO, CCN(C(C)C)C(C)C, Cc1cc2nc(NC(=O)c3ccc(C(C)(C)O)cc3)cc(Cl)n2n1, Cl, CN(C)C=O, c1ccc(SC2CCNCC2)cc1. The product is Cc1cc2nc(NC(=O)c3ccc(C(C)(C)O)cc3)cc(N3CCC(Sc4ccccc4)CC3)n2n1. RXN SMILES: [CH3:53][S:54]([CH3:55])=[O:56].[CH3:57][OH:58].[CH:39]([N:40]([CH2:41][CH3:42])[CH:43]([CH3:44])[CH3:45])([CH3:46])[CH3:47].[Cl:1][c:2]1[cH:3][c:4]([NH:12][C:13]([c:14]2[cH:15][cH:16][c:17]([C:20]([CH3:21])([CH3:22])[OH:23])[cH:18][cH:19]2)=[O:24])[n:5][c:6]2[n:7]1[n:8][c:9]([CH3:11])[cH:10]2.[ClH:25].[O:48]=[CH:49][N:50]([CH3:51])[CH3:52].[c:26]1([S:32][CH:33]2[CH2:34][CH2:35][NH:36][CH2:37][CH2:38]2)[cH:27][cH:28][cH:29][cH:30][cH:31]1>>[c:2]1([N:36]2[CH2:35][CH2:34][CH:33]([S:32][c:26]3[cH:27][cH:28][cH:29][cH:30][cH:31]3)[CH2:38][CH2:37]2)[cH:3][c:4]([NH:12][C:13]([c:14]2[cH:15][cH:16][c:17]([C:20]([CH3:21])([CH3:22])[OH:23])[cH:18][cH:19]2)=[O:24])[n:5][c:6]2[n:7]1[n:8][c:9]([CH3:11])[cH:10]2. Reactants: NC1=C(C(=O)OC)C=C(C(=C1)F)S(N)(=O)=O (Methyl 2-amino-4-fluoro-5-sulphamylbenzoate), [OH-].[NH4+] (ammonium hydroxide), [OH-].[NH4+] (ammonium hydroxide), C(C)(=O)OCC (ethyl acetate). Conditions: time 65 hour. Product: NC1=C(C(=O)N)C=C(C(=C1)F)S(N)(=O)=O (2-amino-4-fluoro-5-sulphamylbenzamide). Yield: 60.0%. Reaction SMILES: [NH2:1][C:2]1[CH:11]=[C:10]([F:12])[C:9]([S:13](=[O:16])(=[O:15])[NH2:14])=[CH:8][C:3]=1[C:4](OC)=[O:5].C(OCC)(=O)C.[OH-].[NH4+:24]>>[NH2:1][C:2]1[CH:11]=[C:10]([F:12])[C:9]([S:13](=[O:16])(=[O:15])[NH2:14])=[CH:8][C:3]=1[C:4]([NH2:24])=[O:5] |f:2.3|. Procedure details: A mixture of 4.8 g (0.0193 molecule) of methyl 2-amino-4-fluoro-5-sulphamylbenzoate (7) in 75 ml of concentrated ammonium hydroxide was taken to 50°, to obtain complete solution. The solution was cooled and returned to ambient temperature, diluted with a fresh solution of 75 ml of concentrated ammonium hydroxide and allowed to rest for 65 hours. It was extracted with ethyl acetate (1×250 ml; 4×500 ml) and the extracts were combined, dried over anhydrous magnesium sulphate and concentrated in vac... The reactants are C1CCOC1, CNOC, CC(C)[Mg+], [Cl-], CCOC(=O)c1nn(-c2ccccc2Cl)c(-c2ccc(Cl)cc2)c1C, Cl. Product: CON(C)C(=O)c1nn(-c2ccccc2Cl)c(-c2ccc(Cl)cc2)c1C. RXN SMILES: [CH2:36]1[O:37][CH2:38][CH2:39][CH2:40]1.[CH3:32][NH:33][O:34][CH3:35].[CH:2]([Mg+:3])([CH3:4])[CH3:5].[Cl-:1].[Cl:6][c:7]1[cH:8][cH:9][c:10](-[c:13]2[c:14]([CH3:30])[c:15]([C:25](=[O:26])[O:27][CH2:28][CH3:29])[n:16][n:17]2-[c:18]2[c:19]([Cl:24])[cH:20][cH:21][cH:22][cH:23]2)[cH:11][cH:12]1.[ClH:31]>>[Cl:6][c:7]1[cH:8][cH:9][c:10](-[c:13]2[c:14]([CH3:30])[c:15]([C:25](=[O:26])[N:33]([CH3:32])[O:34][CH3:35])[n:16][n:17]2-[c:18]2[c:19]([Cl:24])[cH:20][cH:21][cH:22][cH:23]2)[cH:11][cH:12]1.